From a dataset of the Open Reaction Database (ORD), a public repository of structured organic reaction records. describe an organic reaction: reactants, conditions, products, and yield Reactants: [Li]CCCC (n-BuLi), C(=O)=O (CO2), ClC1=CC=C(C=C1)C=1SC=C(N1)CCO (2-[2-(4-chloro-phenyl)-thiazol-4-yl]-ethanol), C(=O)=O (CO2). Run in C1CCOC1 (THF), C1CCOC1 (THF). Run at temperature -75 celsius, time 8 hour. Product: ClC1=CC=C(C=C1)C=1SC(=C(N1)CCO)C(=O)O (2-(4-Chloro-phenyl)-4-(2-hydroxy-ethyl)-thiazole-5-carboxylic acid). Isolated yield 75.4%. RXN SMILES: [Cl:1][C:2]1[CH:7]=[CH:6][C:5]([C:8]2[S:9][CH:10]=[C:11]([CH2:13][CH2:14][OH:15])[N:12]=2)=[CH:4][CH:3]=1.[Li]CCCC.[C:21](=[O:23])=[O:22]>C1COCC1>[Cl:1][C:2]1[CH:3]=[CH:4][C:5]([C:8]2[S:9][C:10]([C:21]([OH:23])=[O:22])=[C:11]([CH2:13][CH2:14][OH:15])[N:12]=2)=[CH:6][CH:7]=1. Procedure: Dissolve 2-[2-(4-chloro-phenyl)-thiazol-4-yl]-ethanol (107 g gross, 91 g net, 380 mmol) in THF (1210 mL) and cool to about −75° C. Evacuate the chilled solution under vacuum and fill with nitrogen three times. Slowly add n-BuLi (1.6 M in hexanes, 530 mL, 848 mmol) over approximately 4 h, keeping the temperature<−70° C. Slowly add the red-purple solution via cannula over 3.5 h to a flask containing −75° C. THF that has been saturated with CO2 gas (approximately 390 g) keeping the temperature<−60°... Starting materials: [H-].[Al+3].[Li+].[H-].[H-].[H-] (lithium aluminum hydride), FC1=CC=C(C(C2=CC=C(C=C2)F)N2CCN(CC2)C(C=CC=CC2=C(C=C(C=C2)OC)OC)=O)C=C1 (1-(4,4'-difluorobenzhydryl)-4-(5-(2,4-dimethoxyphenyl)-2,4-pentadienoyl)piperazine), [Cl-].[NH4+] (ammonium chloride). The solvent is CCOCC (ether). Yields the product FC1=CC=C(C(C2=CC=C(C=C2)F)N2CCN(CC2)CC=CC=CC2=C(C=C(C=C2)OC)OC)C=C1 (1-(4,4'-difluorobenzhydryl)-4-(5-(2,4-dimethoxyphenyl)-2,4-pentadienyl)piperazine). The yield is 84.3%. As a reaction SMILES: [F:1][C:2]1[CH:37]=[CH:36][C:5]([CH:6]([N:14]2[CH2:19][CH2:18][N:17]([C:20](=O)[CH:21]=[CH:22][CH:23]=[CH:24][C:25]3[CH:30]=[CH:29][C:28]([O:31][CH3:32])=[CH:27][C:26]=3[O:33][CH3:34])[CH2:16][CH2:15]2)[C:7]2[CH:12]=[CH:11][C:10]([F:13])=[CH:9][CH:8]=2)=[CH:4][CH:3]=1.[H-].[Al+3].[Li+].[H-].[H-].[H-].[Cl-].[NH4+]>CCOCC>[F:1][C:2]1[CH:3]=[CH:4][C:5]([CH:6]([N:14]2[CH2:19][CH2:18][N:17]([CH2:20][CH:21]=[CH:22][CH:23]=[CH:24][C:25]3[CH:30]=[CH:29][C:28]([O:31][CH3:32])=[CH:27][C:26]=3[O:33][CH3:34])[CH2:16][CH2:15]2)[C:7]2[CH:8]=[CH:9][C:10]([F:13])=[CH:11][CH:12]=2)=[CH:36][CH:37]=1 |f:1.2.3.4.5.6,7.8|. Procedure: To 11.6 g (23.0 mmol) of said 1-(4,4'-difluorobenzhydryl)-4-(5-(2,4-dimethoxyphenyl)-2,4-pentadienoyl)piperazine was added 250 ml of dry ether, and the mixture was stirred. After slow addition of 870 mg (23.0 mmol) of lithium aluminum hydride, the mixture was heated for 1 hour under reflux. To the reaction mixture was added saturated aqueous solution of ammonium chloride, and the mixture was extracted with ether. The organic layer was washed with a saturated sodium chloride solution, dried over ...